describe an organic reaction: reactants, conditions, products, and yield From a dataset of the Open Reaction Database (ORD), a public repository of structured organic reaction records. Solvent: CC(=O)C (acetone). Yields the product C(C1=CC=CC=C1)ON1C(C2=CC=CC=3C2=C(C1=O)C=C(C3)OCCC(=O)O)=O (2-benzyloxy-5-(2-carboxy-ethoxy)-benzo[de]isoquinoline-1,3-dione). Isolated yield 80.3%. Reported procedure: 2-Benzyloxy-5-hydroxy-benzo[de]isoquinoline-1,3-dione (1.1 g, 3.5 mmol) and 2-bromopropionic acid (1.2 g, 7.8 mmol) were reacted in acetone (300 mL) in presence of potassium carbonate (2.3 g, 5.1 mmol) and potassium iodide (0.1 g, 0.6 mmol), following the procedure of Example 22 to give 1.1 g of 2-benzyloxy-5-(2-carboxy-ethoxy)-benzo[de]isoquinoline-1,3-dione. The hydrogenation of 2-benzyloxy-5-(2-carboxy-ethoxy)-benzo[de]isoquinoline-1,3-dione (1.1 g) in the presence of 10% Pd/C (0.5 g) in DMA ... The reactants are C(C1=CC=CC=C1)ON1C(C2=CC=CC=3C2=C(C1=O)C=C(C3)O)=O (2-Benzyloxy-5-hydroxy-benzo[de]isoquinoline-1,3-dione), BrC(C(=O)O)C (2-bromopropionic acid), C([O-])([O-])=O.[K+].[K+] (potassium carbonate), [I-].[K+] (potassium iodide). RXN SMILES: [CH2:1]([O:8][N:9]1[C:18](=[O:19])[C:17]2[CH:20]=[C:21]([OH:23])[CH:22]=[C:15]3[C:16]=2[C:11](=[CH:12][CH:13]=[CH:14]3)[C:10]1=[O:24])[C:2]1[CH:7]=[CH:6][CH:5]=[CH:4][CH:3]=1.Br[CH:26]([CH3:30])[C:27]([OH:29])=[O:28].C(=O)([O-])[O-].[K+].[K+].[I-].[K+]>CC(C)=O>[CH2:1]([O:8][N:9]1[C:18](=[O:19])[C:17]2[CH:20]=[C:21]([O:23][CH2:30][CH2:26][C:27]([OH:29])=[O:28])[CH:22]=[C:15]3[C:16]=2[C:11](=[CH:12][CH:13]=[CH:14]3)[C:10]1=[O:24])[C:2]1[CH:7]=[CH:6][CH:5]=[CH:4][CH:3]=1 |f:2.3.4,5.6|. Starting materials: CC(=O)Nc1ncc(C2=C(C(=O)OC(c3ccccc3)c3ccccc3)N3C(=O)C(NC(=O)Cc4cccs4)C3SC2)s1, O=CO. Product: CC(=O)Nc1ncc(C2=C(C(=O)O)N3C(=O)C(NC(=O)Cc4cccs4)C3SC2)s1. As a reaction SMILES: [C:1]([CH3:2])(=[O:3])[NH:4][c:5]1[s:6][c:7]([C:10]2=[C:11]([C:28](=[O:29])[O:30][CH:31]([c:32]3[cH:33][cH:34][cH:35][cH:36][cH:37]3)[c:38]3[cH:39][cH:40][cH:41][cH:42][cH:43]3)[N:12]3[C:13](=[O:27])[CH:14]([NH:18][C:19]([CH2:20][c:21]4[s:22][cH:23][cH:24][cH:25]4)=[O:26])[CH:15]3[S:16][CH2:17]2)[cH:8][n:9]1.[CH:44]([OH:45])=[O:46]>>[C:1]([CH3:2])(=[O:3])[NH:4][c:5]1[s:6][c:7]([C:10]2=[C:11]([C:28](=[O:29])[OH:30])[N:12]3[C:13](=[O:27])[CH:14]([NH:18][C:19]([CH2:20][c:21]4[s:22][cH:23][cH:24][cH:25]4)=[O:26])[CH:15]3[S:16][CH2:17]2)[cH:8][n:9]1.